From a dataset of the Open Reaction Database (ORD), a public repository of structured organic reaction records. describe an organic reaction: reactants, conditions, products, and yield The reactants are Cc1nc(CN=[N+]=[N-])ccc1OCc1ccccc1, [Na+], [OH-], O. Product: Cc1nc(CN)ccc1OCc1ccccc1. As a reaction SMILES: [N:1](=[N+:2]=[N-:3])[CH2:4][c:5]1[cH:6][cH:7][c:8]([O:12][CH2:13][c:14]2[cH:15][cH:16][cH:17][cH:18][cH:19]2)[c:9]([CH3:11])[n:10]1.[Na+:21].[OH-:20].[OH2:22]>>[NH2:1][CH2:4][c:5]1[cH:6][cH:7][c:8]([O:12][CH2:13][c:14]2[cH:15][cH:16][cH:17][cH:18][cH:19]2)[c:9]([CH3:11])[n:10]1. The reactants are BrC=1C=C2C=NC(=NC2=CC1OC)O (6-bromo-7-methoxyquinazolin-2-ol), P(=O)(Cl)(Cl)Cl (phosphoryl trichloride). Yields the product BrC=1C=C2C=NC(=NC2=CC1OC)Cl (6-bromo-2-chloro-7-methoxyquinazoline). Isolated yield 75.0%. Reaction SMILES: [Br:1][C:2]1[CH:3]=[C:4]2[C:9](=[CH:10][C:11]=1[O:12][CH3:13])[N:8]=[C:7](O)[N:6]=[CH:5]2.P(Cl)(Cl)([Cl:17])=O>>[Br:1][C:2]1[CH:3]=[C:4]2[C:9](=[CH:10][C:11]=1[O:12][CH3:13])[N:8]=[C:7]([Cl:17])[N:6]=[CH:5]2. Procedure: To a solution of 6-bromo-7-methoxyquinazolin-2-ol (3.0 g, 11.8 mmol) in phosphoryl trichloride (30 mL) was refluxed at 130° C. for 5 hours. The reaction was cooled to room temperature, and most of phosphoryl trichloride was evaporated. The residue was dropwise added to ice water (100 mL), and the resulting precipitate was collected via filtration to give the title compound as a yellow solid (2.4 g, 75%). MS (ES+) C9H6BrClN2O requires: 272, 274, found: 273, 275 [M+H]+.